The task is: describe an organic reaction: reactants, conditions, products, and yield. This data is from the Open Reaction Database (ORD), a public repository of structured organic reaction records. Starting materials: [Al+3], [H-], [H-], [H-], [H-], [Li+], [Na+], C1CCOC1, [OH-], COC(=O)c1cccc(C=Cc2ccc3ccccc3n2)c1. RXN SMILES: [Al+3:2].[H-:1].[H-:4].[H-:5].[H-:6].[Li+:3].[Na+:35].[O:29]1[CH2:30][CH2:31][CH2:32][CH2:33]1.[OH-:34].[n:7]1[c:8]([CH:17]=[CH:18][c:19]2[cH:20][c:21]([C:22](=[O:23])[O:24][CH3:25])[cH:26][cH:27][cH:28]2)[cH:9][cH:10][c:11]2[cH:12][cH:13][cH:14][cH:15][c:16]12>>[n:7]1[c:8]([CH:17]=[CH:18][c:19]2[cH:20][c:21]([CH2:22][OH:23])[cH:26][cH:27][cH:28]2)[cH:9][cH:10][c:11]2[cH:12][cH:13][cH:14][cH:15][c:16]12. The product is OCc1cccc(C=Cc2ccc3ccccc3n2)c1. Starting materials: ClC=1C(=NC=C(C(=O)[O-])C1)NCC1=C(C=C(C=C1)OC)OC (5-Chloro-6-[(2,4-dimethoxybenzyl)amino]nicotinate), [OH-].[Na+] (sodium hydroxide). Solvent: C(C)O (ethanol). Product: ClC=1C(=NC=C(C(=O)O)C1)NCC1=C(C=C(C=C1)OC)OC (5-chloro-6-[(2,4-dimethoxybenzyl)amino]nicotinic acid). RXN SMILES: [Cl:1][C:2]1[C:3]([NH:11][CH2:12][C:13]2[CH:18]=[CH:17][C:16]([O:19][CH3:20])=[CH:15][C:14]=2[O:21][CH3:22])=[N:4][CH:5]=[C:6]([CH:10]=1)[C:7]([O-:9])=[O:8].[OH-].[Na+]>C(O)C>[Cl:1][C:2]1[C:3]([NH:11][CH2:12][C:13]2[CH:18]=[CH:17][C:16]([O:19][CH3:20])=[CH:15][C:14]=2[O:21][CH3:22])=[N:4][CH:5]=[C:6]([CH:10]=1)[C:7]([OH:9])=[O:8] |f:1.2|. Procedure: 5-Chloro-6-[(2,4-dimethoxybenzyl)amino]nicotinate was treated with sodium hydroxide in ethanol to obtain 5-chloro-6-[(2,4-dimethoxybenzyl)amino]nicotinic acid. To the compound were added toluene, diphenylphosphoryl azide (DPPA), tert-butyl alcohol, and triethylamine, and the whole was stirred under reflux with heating. The resulting compound was treated with trifluoroacetic acid to obtain 3-chloropyridin-2,5-diamine. Starting materials: Cl (hydrochloric acid), C(#N)[BH3-].[Na+] (sodium cyanoborohydride), C(#N)[BH3-].[Na+] (sodium cyanoborohydride), O=CCCC(=O)O (4-oxobutanoic acid), FC(C(=O)O)(F)F.CN[C@@H](C(C)C)C(=O)N[C@@H](C(C)C)C(=O)N(C)[C@H]([C@@H](CC(=O)N1[C@@H](CCC1)[C@@H]([C@H](C(=O)N[C@@]1([C@H](C1)C1=CC=CC=C1)C(=O)N1OCCCC1)C)OC)OC)[C@H](CC)C (N-methyl-L-valyl-N-[(3R,4S,5S)-3-methoxy-1-{(2S)-2-[(1R,2R)-1-methoxy-2-methyl-3-{[(1S,2R)-1-(1,2-oxazinan-2-ylcarbonyl)-2-phenylcyclopropyl]amino}-3-oxopropyl]pyrrolidin-1-yl}-5-methyl-1-oxoheptan-4-yl]-N-methyl-L-valinamide trifluoroacetate), FC(C(=O)O)(F)F.CN[C@@H](C(C)C)C(=O)N[C@@H](C(C)C)C(=O)N(C)[C@H]([C@@H](CC(=O)N1[C@@H](CCC1)[C@@H]([C@H](C(=O)N[C@@]1([C@H](C1)C1=CC=CC=C1)C(=O)N1OCCCC1)C)OC)OC)[C@H](CC)C (N-methyl-L-valyl-N-[(3R,4S,5S)-3-methoxy-1-{(2S)-2-[(1R,2R)-1-methoxy-2-methyl-3-{[(1S,2R)-1-(1,2-oxazinan-2-ylcarbonyl)-2-phenylcyclopropyl]amino}-3-oxopropyl]pyrrolidin-1-yl}-5-methyl-1-oxoheptan-4-yl]-N-methyl-L-valinamide trifluoroacetate), solution, O=CCCC(=O)O (4-oxobutanoic acid), Cl (hydrochloric acid). Run in O1CCOCC1.O (dioxane water), O (water). Run at temperature 100 celsius, time 1 hour. The product is C(=O)(O)CCCN([C@@H](C(C)C)C(=O)N[C@@H](C(C)C)C(=O)N(C)[C@H]([C@@H](CC(=O)N1[C@@H](CCC1)[C@@H]([C@H](C(=O)N[C@@]1([C@H](C1)C1=CC=CC=C1)C(=O)N1OCCCC1)C)OC)OC)[C@H](CC)C)C (N-(3-carboxypropyl)-N-methyl-L-valyl-N-[(3R,4S,5S)-3-methoxy-1-{(2S)-2-[(1R,2R)-1-methoxy-2-methyl-3-{[(1S,2R)-1-(1,2-oxazinan-2-ylcarbonyl)-2-phenylcyclopropyl]amino}-3-oxopropyl]pyrrolidin-1-yl}-5-methyl-1-oxoheptan-4-yl]-N-methyl-L-valinamide). As a reaction SMILES: FC(F)(F)C(O)=O.[CH3:8][NH:9][C@H:10]([C:14]([NH:16][C@H:17]([C:21]([N:23]([C@@H:25]([C@@H:62]([CH3:65])[CH2:63][CH3:64])[C@H:26]([O:60][CH3:61])[CH2:27][C:28]([N:30]1[CH2:34][CH2:33][CH2:32][C@H:31]1[C@H:35]([O:58][CH3:59])[C@@H:36]([CH3:57])[C:37]([NH:39][C@@:40]1([C:49]([N:51]2[CH2:56][CH2:55][CH2:54][CH2:53][O:52]2)=[O:50])[CH2:42][C@@H:41]1[C:43]1[CH:48]=[CH:47][CH:46]=[CH:45][CH:44]=1)=[O:38])=[O:29])[CH3:24])=[O:22])[CH:18]([CH3:20])[CH3:19])=[O:15])[CH:11]([CH3:13])[CH3:12].O=[CH:67][CH2:68][CH2:69][C:70]([OH:72])=[O:71].C([BH3-])#N.[Na+].Cl>O1CCOCC1.O.O>[C:70]([CH2:69][CH2:68][CH2:67][N:9]([CH3:8])[C@H:10]([C:14]([NH:16][C@H:17]([C:21]([N:23]([C@@H:25]([C@@H:62]([CH3:65])[CH2:63][CH3:64])[C@H:26]([O:60][CH3:61])[CH2:27][C:28]([N:30]1[CH2:34][CH2:33][CH2:32][C@H:31]1[C@H:35]([O:58][CH3:59])[C@@H:36]([CH3:57])[C:37]([NH:39][C@@:40]1([C:49]([N:51]2[CH2:56][CH2:55][CH2:54][CH2:53][O:52]2)=[O:50])[CH2:42][C@@H:41]1[C:43]1[CH:44]=[CH:45][CH:46]=[CH:47][CH:48]=1)=[O:38])=[O:29])[CH3:24])=[O:22])[CH:18]([CH3:19])[CH3:20])=[O:15])[CH:11]([CH3:12])[CH3:13])([OH:72])=[O:71] |f:0.1,3.4,6.7|. Procedure: 50 mg (0.054 mmol) of N-methyl-L-valyl-N-[(3R,4S,5S)-3-methoxy-1-{(2S)-2-[(1R,2R)-1-methoxy-2-methyl-3-{[(1S,2R)-1-(1,2-oxazinan-2-ylcarbonyl)-2-phenylcyclopropyl]amino}-3-oxopropyl]pyrrolidin-1-yl}-5-methyl-1-oxoheptan-4-yl]-N-methyl-L-valinamide trifluoroacetate (Intermediate 16) were dissolved in 8 ml of dioxane/water, and 70 ml (0.108 mmol) of a 15% solution of 4-oxobutanoic acid in water were added. The reaction mixture was subsequently stirred at 100° C. for 1 h. After cooling to RT, 3.7 m... Reactants: O=C(O)c1cccc(B(O)O)c1, O=C([O-])[O-], O=[N+]([O-])c1cnccc1Cl, [K+], [K+], C1COCCO1. Yields the product O=C(O)c1cccc(-c2ccncc2[N+](=O)[O-])c1. RXN SMILES: [B:11]([OH:12])([OH:13])[c:14]1[cH:15][c:16]([C:17](=[O:18])[OH:19])[cH:20][cH:21][cH:22]1.[C:23](=[O:24])([O-:25])[O-:26].[Cl:1][c:2]1[c:3]([N+:8](=[O:9])[O-:10])[cH:4][n:5][cH:6][cH:7]1.[K+:27].[K+:28].[O:29]1[CH2:30][CH2:31][O:32][CH2:33][CH2:34]1>>[c:2]1(-[c:14]2[cH:15][c:16]([C:17](=[O:18])[OH:19])[cH:20][cH:21][cH:22]2)[c:3]([N+:8](=[O:9])[O-:10])[cH:4][n:5][cH:6][cH:7]1. Reactants: C(C)(C)(C)C1CCC(CC1)N (4-tert-butylcyclohexylamine), C(C)(C)C1=C(C(=CC=C1)C(C)C)N=C=O (2,6-diisopropylphenylisocyanate), N1=CC=CC=C1 (pyridine). Solvent: ClCCl (dichloromethane), ClCCl (dichloromethane). Reaction conditions: time 1.5 hour. The product is C(C)(C)C1=C(C(=CC=C1)C(C)C)NC(=O)NC1CCC(CC1)C(C)(C)C (N-(2,6-diisopropylphenyl)-N'-(4-tert-butylcyclohexyl)urea). Yield: 59.5%. As a reaction SMILES: [C:1]([CH:5]1[CH2:10][CH2:9][CH:8]([NH2:11])[CH2:7][CH2:6]1)([CH3:4])([CH3:3])[CH3:2].[CH:12]([C:15]1[CH:20]=[CH:19][CH:18]=[C:17]([CH:21]([CH3:23])[CH3:22])[C:16]=1[N:24]=[C:25]=[O:26])([CH3:14])[CH3:13].N1C=CC=CC=1>ClCCl>[CH:12]([C:15]1[CH:20]=[CH:19][CH:18]=[C:17]([CH:21]([CH3:22])[CH3:23])[C:16]=1[NH:24][C:25]([NH:11][CH:8]1[CH2:7][CH2:6][CH:5]([C:1]([CH3:4])([CH3:2])[CH3:3])[CH2:10][CH2:9]1)=[O:26])([CH3:13])[CH3:14]. Reported procedure: To a solution of 1.6 g of 4-tert-butylcyclohexylamine in 15 ml of dichloromethane was added a solution of 2.2 g of 2,6-diisopropylphenylisocyanate in dichloromethane dropwise in the presence of pyridine at 0° C. Thereafter the mixture was stirred for 1.5 hours at room temperature and concentrated. The residue was partitioned between isopropyl ether and water, and the organic layer was successively washed with 0.5N hydrochloric acid, water and sodium sulfate solution. The organic layer was dried ...